This data is from the Open Reaction Database (ORD), a public repository of structured organic reaction records. The task is: describe an organic reaction: reactants, conditions, products, and yield RXN SMILES: [CH3:1][N:2]([CH3:11])[CH2:3][CH2:4][C:5]1[CH:10]=[CH:9][CH:8]=[CH:7][CH:6]=1.[Li].N>C(O)C>[CH3:11][N:2]([CH3:1])[CH2:3][CH2:4][C:5]1[CH2:10][CH:9]=[CH:8][CH2:7][CH:6]=1 |^1:11|. Solvent: C(C)O (ethanol). The product is CN(CCC1=CCC=CC1)C (1-[2-(dimethylamino)ethyl]-1,4-cyclohexadiene). Reported procedure: 45 g. (0.3 moles) of the dimethylphenethylamine is reduced by treatment with 16 g. of lithium (2.3 g. atom) in 1.5 l. of ammonia and 250 ml. of ethanol according to the procedure of Example 1(a) to yield crude 1-[2-(dimethylamino)ethyl]-1,4-cyclohexadiene. Reactants: CN(CCC1=CC=CC=C1)C (dimethylphenethylamine), [Li] (lithium), N (ammonia). Reactants: CC(C)(C)NC(=O)C(C)(C)N(O)C(C)(C)C, C=CCON(C(C)(C)C)C(C)(C)C(=O)NC(C)(C)C. The product is C=CC=CCON(C(C)(C)C)C(C)(C)C(=O)NC(C)(C)C. RXN SMILES: [C:20]([CH3:21])([N:22]([C:23]([CH3:24])([CH3:25])[C:26]([NH:27][C:28]([CH3:29])([CH3:30])[CH3:31])=[O:32])[OH:33])([CH3:34])[CH3:35].[CH2:1]([CH:2]=[CH2:3])[O:4][N:5]([C:6]([C:7](=[O:8])[NH:9][C:10]([CH3:11])([CH3:12])[CH3:13])([CH3:14])[CH3:15])[C:16]([CH3:17])([CH3:18])[CH3:19]>>[CH2:1]([CH:2]=[CH:3][CH:20]=[CH2:21])[O:4][N:5]([C:6]([C:7](=[O:8])[NH:9][C:10]([CH3:11])([CH3:12])[CH3:13])([CH3:14])[CH3:15])[C:16]([CH3:17])([CH3:18])[CH3:19].